This data is from the Open Reaction Database (ORD), a public repository of structured organic reaction records. The task is: describe an organic reaction: reactants, conditions, products, and yield The reactants are BrCCCCCCCC (1-bromooctane), aqueous solution, [OH-].[K+] (potassium hydroxide), FC=1C=C(C=CC1O)C1=CC=C(C=C1)C(=O)O (3'-fluoro-4'-hydroxybiphenyl-4-carboxylic acid). Solvent: C(C)O (ethanol). The product is FC=1C=C(C=CC1OCCCCCCCC)C1=CC=C(C=C1)C(=O)O (3'-fluoro-4'-octyloxybiphenyl-4-carboxylic acid). Isolated yield 86.2%. As a reaction SMILES: [OH-].[K+].[F:3][C:4]1[CH:5]=[C:6]([C:11]2[CH:16]=[CH:15][C:14]([C:17]([OH:19])=[O:18])=[CH:13][CH:12]=2)[CH:7]=[CH:8][C:9]=1[OH:10].Br[CH2:21][CH2:22][CH2:23][CH2:24][CH2:25][CH2:26][CH2:27][CH3:28]>C(O)C>[F:3][C:4]1[CH:5]=[C:6]([C:11]2[CH:16]=[CH:15][C:14]([C:17]([OH:19])=[O:18])=[CH:13][CH:12]=2)[CH:7]=[CH:8][C:9]=1[O:10][CH2:21][CH2:22][CH2:23][CH2:24][CH2:25][CH2:26][CH2:27][CH3:28] |f:0.1|. Reported procedure: To 75 ml of an aqueous solution of 13% potassium hydroxide were added 120 ml of ethanol and 10 g (43.1 mmol) of the above 3'-fluoro-4'-hydroxybiphenyl-4-carboxylic acid, which were refluxed for 30 minutes and added with 25.0 g (129 mmol) of 1-bromooctane and then refluxed for 15 hours. After the air cooling, the precipitated crystal was filtered and recrystallized with acetic acid containing 5% hydrochloric acid and further with acetic acid to obtain 12.8 g (yield: 86.4%) of 3'-fluoro-4'-octylox... Procedure: The title compound (35.6 mg, 88% yield) was prepared as a brown solid from 6-(quinolin-4-yloxy)-1-naphthoic acid (31.5 mg, 0.1 mmol) and o-phenylenediamine (43.2 mg, 0.4 mmol) by an analogous procedure to that described in example 16. 1H NMR (DMSO-d6) δ 4.97 (s, 2H, benzene-NH2), 6.65 (t, J=7.3 Hz, 1H, Ar—H), 6.75 (d, J=5.1 Hz, 1H, Ar—H), 6.82 (d, J=7.8 Hz, 1H, Ar—H), 7.00 (t, J=7.1 Hz, 1H, Ar—H), 7.38 (d, J=7.5 Hz, 1H, Ar—H), 7.59 (dd, J=2.3 and 9.2 Hz, 1H, Ar—H), 7.64-7.71 (m, 2H, Ar—H), 7.83-... The product is NC1=C(C=CC=C1)NC(=O)C1=CC=CC2=CC(=CC=C12)OC1=CC=NC2=CC=CC=C12 (N-(2-aminophenyl)-6-(quinolin-4-yloxy)-1-naphthamide). As a reaction SMILES: [N:1]1[C:10]2[C:5](=[CH:6][CH:7]=[CH:8][CH:9]=2)[C:4]([O:11][C:12]2[CH:13]=[C:14]3[C:19](=[CH:20][CH:21]=2)[C:18]([C:22]([OH:24])=O)=[CH:17][CH:16]=[CH:15]3)=[CH:3][CH:2]=1.[C:25]1([NH2:32])[CH:30]=[CH:29][CH:28]=[CH:27][C:26]=1[NH2:31]>>[NH2:31][C:26]1[CH:27]=[CH:28][CH:29]=[CH:30][C:25]=1[NH:32][C:22]([C:18]1[C:19]2[C:14](=[CH:13][C:12]([O:11][C:4]3[C:5]4[C:10](=[CH:9][CH:8]=[CH:7][CH:6]=4)[N:1]=[CH:2][CH:3]=3)=[CH:21][CH:20]=2)[CH:15]=[CH:16][CH:17]=1)=[O:24]. Reactants: N1=CC=C(C2=CC=CC=C12)OC=1C=C2C=CC=C(C2=CC1)C(=O)O (6-(quinolin-4-yloxy)-1-naphthoic acid), C1(=C(C=CC=C1)N)N (o-phenylenediamine). Yield: 87.8%.